Dataset: the Open Reaction Database (ORD), a public repository of structured organic reaction records. Task: describe an organic reaction: reactants, conditions, products, and yield Reactants: FC(C=1C=C(C=C(C1)C(F)(F)F)[C@@H]1[C@@H](N(C(O1)=O)CC1=C(C=CC(=C1)C(F)(F)F)C(C(CC)Br)=O)C)(F)F ((4S,5R)-5-[3,5-bis(trifluoromethyl)phenyl]-3-[2-(2-bromobutanoyl)-5-(trifluoromethyl)benzyl]-4-methyl-1,3-oxazolidin-2-one), NC(=S)C1=C(C=C(C(=O)OC)C=C1)C (methyl 4-(aminocarbonothioyl)-3-methylbenzoate). The solvent is CCO (EtOH). The product is FC(C=1C=C(C=C(C1)C(F)(F)F)[C@@H]1[C@@H](N(C(O1)=O)CC1=C(C=CC(=C1)C(F)(F)F)C=1N=C(SC1CC)C1=C(C=C(C(=O)OC)C=C1)C)C)(F)F (methyl 4-{4-[2-({(4S,5R)-5-[3,5-bis(trifluoromethyl)phenyl]-4-methyl-2-oxo-1,3-oxazolidin-3-yl}methyl)-4-(trifluoromethyl)phenyl]-5-ethyl-1,3-thiazol-2-yl}-3-methylbenzoate). Reaction SMILES: [F:1][C:2]([F:38])([F:37])[C:3]1[CH:4]=[C:5]([C@H:13]2[O:17][C:16](=[O:18])[N:15]([CH2:19][C:20]3[CH:25]=[C:24]([C:26]([F:29])([F:28])[F:27])[CH:23]=[CH:22][C:21]=3[C:30](=O)[CH:31](Br)[CH2:32][CH3:33])[C@H:14]2[CH3:36])[CH:6]=[C:7]([C:9]([F:12])([F:11])[F:10])[CH:8]=1.[NH2:39][C:40]([C:42]1[CH:51]=[CH:50][C:45]([C:46]([O:48][CH3:49])=[O:47])=[CH:44][C:43]=1[CH3:52])=[S:41]>CCO>[F:38][C:2]([F:1])([F:37])[C:3]1[CH:4]=[C:5]([C@H:13]2[O:17][C:16](=[O:18])[N:15]([CH2:19][C:20]3[CH:25]=[C:24]([C:26]([F:27])([F:28])[F:29])[CH:23]=[CH:22][C:21]=3[C:30]3[N:39]=[C:40]([C:42]4[CH:51]=[CH:50][C:45]([C:46]([O:48][CH3:49])=[O:47])=[CH:44][C:43]=4[CH3:52])[S:41][C:31]=3[CH2:32][CH3:33])[C@H:14]2[CH3:36])[CH:6]=[C:7]([C:9]([F:10])([F:12])[F:11])[CH:8]=1. Procedure: A solution of (4S,5R)-5-[3,5-bis(trifluoromethyl)phenyl]-3-[2-(2-bromobutanoyl)-5-(trifluoromethyl)benzyl]-4-methyl-1,3-oxazolidin-2-one (25 mg, 0.040 mmol) and methyl 4-(aminocarbonothioyl)-3-methylbenzoate (16.87 mg, 0.081 mmol) in EtOH (450 μL) was heated at 70° C. overnight. The reaction was concentrated in vacuo and the residue was purified by preparative TLC (Si, 1000 microns, Hex/EtOAc (80:20)) to afford methyl 4-{4-[2-({(4S,5R)-5-[3,5-bis(trifluoromethyl)phenyl]-4-methyl-2-oxo-1,3-oxazol...